Dataset: the Open Reaction Database (ORD), a public repository of structured organic reaction records. Task: describe an organic reaction: reactants, conditions, products, and yield Starting materials: O=C1OC2(CCN(C(=O)c3c[nH]c4cc(Cl)ccc34)CC2)c2ccc(F)cc21, ClCc1ccc(Cl)nc1. Yields the product O=C1OC2(CCN(C(=O)c3cn(Cc4ccc(Cl)nc4)c4cc(Cl)ccc34)CC2)c2ccc(F)cc21. Reaction SMILES: [Cl:1][c:2]1[cH:3][cH:4][c:5]2[c:6]([C:11](=[O:12])[N:13]3[CH2:14][CH2:15][C:16]4([O:17][C:18](=[O:26])[c:19]5[c:20]4[cH:21][cH:22][c:23]([F:25])[cH:24]5)[CH2:27][CH2:28]3)[cH:7][nH:8][c:9]2[cH:10]1.[Cl:29][c:30]1[n:31][cH:32][c:33]([CH2:36][Cl:37])[cH:34][cH:35]1>>[Cl:1][c:2]1[cH:3][cH:4][c:5]2[c:6]([C:11](=[O:12])[N:13]3[CH2:14][CH2:15][C:16]4([O:17][C:18](=[O:26])[c:19]5[c:20]4[cH:21][cH:22][c:23]([F:25])[cH:24]5)[CH2:27][CH2:28]3)[cH:7][n:8]([CH2:36][c:33]3[cH:32][n:31][c:30]([Cl:29])[cH:35][cH:34]3)[c:9]2[cH:10]1. Reactants: CC(=O)O, COc1ccc2c(=O)[nH]c(C)cc2c1, O=C1CCC(=O)N1Br. The product is COc1ccc2c(=O)[nH]c(C)c(Br)c2c1. As a reaction SMILES: [C:23]([OH:24])(=[O:25])[CH3:26].[CH3:9][O:10][c:11]1[cH:12][c:13]2[cH:14][c:15]([CH3:22])[nH:16][c:17](=[O:21])[c:18]2[cH:19][cH:20]1.[O:1]=[C:2]1[N:3]([Br:8])[C:4](=[O:5])[CH2:6][CH2:7]1>>[Br:8][c:14]1[c:13]2[cH:12][c:11]([O:10][CH3:9])[cH:20][cH:19][c:18]2[c:17](=[O:21])[nH:16][c:15]1[CH3:22].